From a dataset of the Open Reaction Database (ORD), a public repository of structured organic reaction records. describe an organic reaction: reactants, conditions, products, and yield The reactants are BrC(C(OC1=CC=C(N)C=C1)(F)F)F (4-(2-bromo-1,1,2-trifluoroethoxy)-aniline), S(O)(O)(=O)=O (sulfuric acid), N(=O)[O-].[Na+] (sodium nitrite). Run in O (water). Conditions: temperature 10 celsius. Product: BrC(C(OC1=CC=C(C=C1)O)(F)F)F (4-(2-Bromo-1,1,2-trifluoroethoxy)-phenol). Reaction SMILES: [Br:1][CH:2]([F:14])[C:3]([F:13])([F:12])[O:4][C:5]1[CH:11]=[CH:10][C:8](N)=[CH:7][CH:6]=1.S(=O)(=O)(O)[OH:16].N([O-])=O.[Na+]>O>[Br:1][CH:2]([F:14])[C:3]([F:13])([F:12])[O:4][C:5]1[CH:11]=[CH:10][C:8]([OH:16])=[CH:7][CH:6]=1 |f:2.3|. Reported procedure: 40 g of 4-(2-bromo-1,1,2-trifluoroethoxy)-aniline were added dropwise, at 10° C., to 400 ml of 2.5N sulfuric acid, after which 11 g of sodium nitrite in 30 ml of water were added dropwise at 0° C., and the mixture was stirred for a further hour at 10° C. Reactants: BrC1=CC=C(NCC)C=C1 (4-bromo-N-ethylaniline), C([O-])([O-])=O.[K+].[K+] (potassium carbonate), [I-].[Na+] (sodium iodide), BrCCOCC (2-bromoethylethyl ether), BrCCOCC (2-bromoethylethyl ether), C([O-])([O-])=O.[K+].[K+] (potassium carbonate), [I-].[Na+] (sodium iodide), BrCCOCC (2-bromoethylethyl ether), C([O-])([O-])=O.[K+].[K+] (potassium carbonate), [I-].[Na+] (sodium iodide). Solvent: CN(C)C=O (DMF), O (water). Run at temperature 90 celsius, time 24 hour. Yields the product BrC1=CC=C(N(CC)CCOCCC)C=C1 (4-bromo-N-(2-propoxyethyl)-N-ethylaniline). As a reaction SMILES: [Br:1][C:2]1[CH:10]=[CH:9][C:5]([NH:6][CH2:7][CH3:8])=[CH:4][CH:3]=1.[C:11](=O)([O-])[O-].[K+].[K+].[I-].[Na+].Br[CH2:20][CH2:21][O:22][CH2:23][CH3:24]>CN(C=O)C.O>[Br:1][C:2]1[CH:10]=[CH:9][C:5]([N:6]([CH2:24][CH2:23][O:22][CH2:21][CH2:20][CH3:11])[CH2:7][CH3:8])=[CH:4][CH:3]=1 |f:1.2.3,4.5|. Procedure: To a solution of 4-bromo-N-ethylaniline (17.08 g) in DMF (100 ml) were added at room temperature potassium carbonate (17.1 g), sodium iodide (12.4 g) and 2-bromoethylethyl ether (10.2 ml), and the mixture was stirred at 90° C. for 24 hours. To the mixture were added 2-bromoethylethyl ether (5.0 ml), potassium carbonate (6.22 g) and sodium iodide (6.64 g), and the mixture was stirred for 2 days. To the mixture were added 2-bromoethylethyl ether (10.0 ml), potassium carbonate (17.1 g) and sodium i... Starting materials: CN1C(NCC1C(=O)OC(C)(C)C)=O (1,1-dimethylethyl 3-methyl-2-oxo-4-imidazolidinecarboxylate). The solvent is C(=O)(C(F)(F)F)O.C(Cl)Cl (TFA DCM). Yields the product CN1C(NCC1C(=O)O)=O (3-methyl-2-oxo-4-imidazolidinecarboxylic acid). Isolated yield 100.0%. As a reaction SMILES: [CH3:1][N:2]1[CH:6]([C:7]([O:9]C(C)(C)C)=[O:8])[CH2:5][NH:4][C:3]1=[O:14]>C(O)(C(F)(F)F)=O.C(Cl)Cl>[CH3:1][N:2]1[CH:6]([C:7]([OH:9])=[O:8])[CH2:5][NH:4][C:3]1=[O:14] |f:1.2|. Reported procedure: A solution of 1,1-dimethylethyl 3-methyl-2-oxo-4-imidazolidinecarboxylate (801 mg, 4 mmol) (prepared as described in step (iii) of Example 13, starting from (4S)-2-oxo-3-{[(phenylmethyl)oxy]carbonyl}-4-imidazolidinecarboxylic acid) in TFA/DCM (trifluoroacetic acid/dichloromethane) (1:2, 9 ml) was stirred at room temperature for 6 hours. The solution was evaporated, the residue was co-evaporated with toluene and dried to give crude 3-methyl-2-oxo-4-imidazolidinecarboxylic acid (assume ˜4 mmol) wh... Starting materials: COc1cc(Br)ccc1S, O=C([O-])[O-], CI, [K+], [K+], CN(C)C=O, O. The product is COc1cc(Br)ccc1SC. Reaction SMILES: [Br:1][c:2]1[cH:3][c:4]([O:9][CH3:10])[c:5]([SH:8])[cH:6][cH:7]1.[C:11](=[O:12])([O-:13])[O-:14].[I:17][CH3:18].[K+:15].[K+:16].[O:20]=[CH:21][N:22]([CH3:23])[CH3:24].[OH2:19]>>[Br:1][c:2]1[cH:3][c:4]([O:9][CH3:10])[c:5]([S:8][CH3:11])[cH:6][cH:7]1. Reactants: BrBr, CC(=O)O, ClC(Cl)(Cl)Cl, COC(=O)c1ccc(O)cc1. The product is COC(=O)c1ccc(O)c(Br)c1. RXN SMILES: [Br:16][Br:17].[C:12]([OH:13])(=[O:14])[CH3:15].[Cl:18][C:19]([Cl:20])([Cl:21])[Cl:22].[OH:1][c:2]1[cH:3][cH:4][c:5]([C:6](=[O:7])[O:8][CH3:9])[cH:10][cH:11]1>>[OH:1][c:2]1[cH:3][cH:4][c:5]([C:6](=[O:7])[O:8][CH3:9])[cH:10][c:11]1[Br:16].